Dataset: the Open Reaction Database (ORD), a public repository of structured organic reaction records. Task: describe an organic reaction: reactants, conditions, products, and yield Yields the product Cc1cn(-c2ccc([N+](=O)[O-])cc2F)c(C)n1. Reactants: O=C([O-])O, Cc1c[nH]c(C)n1, CS(C)=O, O=[N+]([O-])c1ccc(F)c(F)c1, [Na+], O. As a reaction SMILES: [C:19](=[O:20])([OH:21])[O-:22].[CH3:1][c:2]1[nH:3][cH:4][c:5]([CH3:7])[n:6]1.[CH3:25][S:26]([CH3:27])=[O:28].[F:8][c:9]1[c:10]([F:18])[cH:11][c:12]([N+:15](=[O:16])[O-:17])[cH:13][cH:14]1.[Na+:23].[OH2:24]>>[CH3:1][c:2]1[n:3](-[c:9]2[c:10]([F:18])[cH:11][c:12]([N+:15](=[O:16])[O-:17])[cH:13][cH:14]2)[cH:4][c:5]([CH3:7])[n:6]1.